From a dataset of the Open Reaction Database (ORD), a public repository of structured organic reaction records. describe an organic reaction: reactants, conditions, products, and yield Reactants: COC(=O)C1=CC2=C(S1)C=CC(=C2)OCCN2C=NC=C2 (5-[2-(1-imidazolyl)ethoxy]benzo[b]thiophene-2-carboxylic acid methyl ester), Cl (hydrochloric acid). Yields the product O.Cl.N1(C=NC=C1)CCOC1=CC2=C(SC(=C2)C(=O)O)C=C1.N1(C=NC=C1)CCOC1=CC2=C(SC(=C2)C(=O)O)C=C1.Cl (5-[2-(1-imidazolyl)ethoxy]benzo[b]-thiophene-2-carboxylic acid hydrochloride hemihydrate). As a reaction SMILES: C[O:2][C:3]([C:5]1[S:9][C:8]2[CH:10]=[CH:11][C:12]([O:14][CH2:15][CH2:16][N:17]3[CH:21]=[CH:20][N:19]=[CH:18]3)=[CH:13][C:7]=2[CH:6]=1)=[O:4].[ClH:22]>>[OH2:2].[ClH:22].[N:17]1([CH2:16][CH2:15][O:14][C:12]2[CH:11]=[CH:10][C:8]3[S:9][C:5]([C:3]([OH:4])=[O:2])=[CH:6][C:7]=3[CH:13]=2)[CH:21]=[CH:20][N:19]=[CH:18]1.[N:17]1([CH2:16][CH2:15][O:14][C:12]2[CH:11]=[CH:10][C:8]3[S:9][C:5]([C:3]([OH:4])=[O:2])=[CH:6][C:7]=3[CH:13]=2)[CH:21]=[CH:20][N:19]=[CH:18]1.[ClH:22] |f:2.3.4.5.6|. Reported procedure: A mixture of 5-[2-(1-imidazolyl)ethoxy]benzo[b]thiophene-2-carboxylic acid methyl ester (0.35 g.) and concentrated hydrochloric acid (5 ml.) was heated on a steam bath for 5 hours and then evaporated. The residue was crystallized twice from ethanol/ether to give 5-[2-(1-imidazolyl)ethoxy]benzo[b]-thiophene-2-carboxylic acid hydrochloride hemihydrate (0.23 g.), m.p. 255°-258° C. Starting materials: C1CCOC1, CCN(CC)C(=O)Cc1ccc([N+](=O)[O-])cc1Cl. The product is CCN(CC)CCc1ccc([N+](=O)[O-])cc1Cl. RXN SMILES: [CH2:19]1[O:20][CH2:21][CH2:22][CH2:23]1.[Cl:1][c:2]1[c:3]([CH2:11][C:12](=[O:13])[N:14]([CH2:15][CH3:16])[CH2:17][CH3:18])[cH:4][cH:5][c:6]([N+:8](=[O:9])[O-:10])[cH:7]1>>[Cl:1][c:2]1[c:3]([CH2:11][CH2:12][N:14]([CH2:15][CH3:16])[CH2:17][CH3:18])[cH:4][cH:5][c:6]([N+:8](=[O:9])[O-:10])[cH:7]1. Reactants: COC(=O)C1CC(S(=O)(=O)c2ccccc2Cl)CN1c1nc(Cl)ns1, [Li+], [OH-]. The product is O=C(O)C1CC(S(=O)(=O)c2ccccc2Cl)CN1c1nc(Cl)ns1. RXN SMILES: [CH3:1][O:2][C:3](=[O:4])[CH:5]1[N:6]([c:20]2[n:21][c:22]([Cl:25])[n:23][s:24]2)[CH2:7][CH:8]([S:10](=[O:11])(=[O:12])[c:13]2[c:14]([Cl:19])[cH:15][cH:16][cH:17][cH:18]2)[CH2:9]1.[Li+:26].[OH-:27]>>[O:2]=[C:3]([OH:4])[CH:5]1[N:6]([c:20]2[n:21][c:22]([Cl:25])[n:23][s:24]2)[CH2:7][CH:8]([S:10](=[O:11])(=[O:12])[c:13]2[c:14]([Cl:19])[cH:15][cH:16][cH:17][cH:18]2)[CH2:9]1. The reactants are O1C(=CC=C1)C1NCCC2=C1N=CN2 (4-(2-furyl)-4,5,6,7-tetrahydro-imidazo-[4,5-c]-pyridine), CN=C=S (methyl isothiocyanate). The solvent is C(C)#N (acetonitrile). Yields the product O1C(=CC=C1)C1N(CCC2=C1N=CN2)C(NC)=S (4-(2-furyl)-5-(N-methyl-thiocarbamoyl)-4,5,6,7-tetrahydro-imidazo-[4,5-c]-pyridine). As a reaction SMILES: [O:1]1[CH:5]=[CH:4][CH:3]=[C:2]1[CH:6]1[C:11]2[N:12]=[CH:13][NH:14][C:10]=2[CH2:9][CH2:8][NH:7]1.[CH3:15][N:16]=[C:17]=[S:18]>C(#N)C>[O:1]1[CH:5]=[CH:4][CH:3]=[C:2]1[CH:6]1[C:11]2[N:12]=[CH:13][NH:14][C:10]=2[CH2:9][CH2:8][N:7]1[C:17](=[S:18])[NH:16][CH3:15]. Reported procedure: Operating as in Example 14, 12 g of 4-(2-furyl)-4,5,6,7-tetrahydro-imidazo-[4,5-c]-pyridine (oil) are obtained from 18.4 g of histamine dihydrochloride and 16.6 ml of furfural. A solution of 1.89 g of 4-(2-furyl)-4,5,6,7-tetrahydro-imidazo-[4,5-c]-pyridine and 1.1 g of methyl isothiocyanate in 20 ml of acetonitrile is refluxed for 5 h. The solution is cooled and filtered: 1.54 g of the title compound, m.p. 200°, are collected. Starting materials: C(C)OCC (ethyl ether), OC1=C(C=CC=C1)C(C)=O (2'-hydroxyacetophenone), C(C(=O)OCC)(=O)OCC (diethyl oxalate), [O-]CC.[Na+] (sodium ethoxide). Solvent: C(C)O (ethanol). The product is O=C1C=C(OC2=C1C=CC=C2)C(=O)O (4-oxo-4H-1-benzopyran-2-carboxylic acid). Isolated yield 83.5%. As a reaction SMILES: [OH:1][C:2]1[CH:7]=[CH:6][CH:5]=[CH:4][C:3]=1[C:8](=[O:10])[CH3:9].[C:11](OCC)(=O)[C:12]([O:14]CC)=[O:13].[O-]CC.[Na+].C(OCC)C>C(O)C>[O:10]=[C:8]1[C:3]2[CH:4]=[CH:5][CH:6]=[CH:7][C:2]=2[O:1][C:11]([C:12]([OH:14])=[O:13])=[CH:9]1 |f:2.3|. Procedure: 2'-hydroxyacetophenone (25.7 g) and diethyl oxalate (33.1 g) were added to a solution of sodium ethoxide in ethanol (prepared from 13.0 g of sodium and 375 ml of ethanol), and the mixture was heated for 1 hour while refluxing. After the reaction mixture was cooled to room temperature, ethyl ether (500 ml) was added, and the separating crystals were collected by filtration. To this crystal, 2N hydrochloric acid (600 ml) was added, followed by ethyl ether extraction. The ethyl ether layer was wash... Starting materials: CC=1C(=CC2=C(C(CSC2C(=O)O)=O)C1)C (6,7-dimethyl3,4-dihydro-1H-2-benzothiopyran-4-one-1-carboxylic acid), C(C)(=O)OCC (ethyl acetate), C(C(=O)Cl)(=O)Cl (oxalyl chloride), N (ammonia). Reagents/catalysts: CN(C)C=O (DMF). Solvent: C1CCOC1 (THF). Reaction conditions: time 2 hour. Product: CC=1C(=CC2=C(C(CSC2C(=O)N)=O)C1)C (6,7-dimethyl-3,4-dihydro-1H-2-benzothiopyran-4-one-1-carboxamide). Yield: 81.0%. Reaction SMILES: [CH3:1][C:2]1[C:3]([CH3:16])=[CH:4][C:5]2[CH:10]([C:11](O)=[O:12])[S:9][CH2:8][C:7](=[O:14])[C:6]=2[CH:15]=1.C(Cl)(=O)C(Cl)=O.[NH3:23].C(OCC)(=O)C>C1COCC1.CN(C=O)C>[CH3:1][C:2]1[C:3]([CH3:16])=[CH:4][C:5]2[CH:10]([C:11]([NH2:23])=[O:12])[S:9][CH2:8][C:7](=[O:14])[C:6]=2[CH:15]=1. Procedure details: In THF (10 ml) was dissolved 6,7-dimethyl3,4-dihydro-1H-2-benzothiopyran-4-one-1-carboxylic acid (0.473 g) followed by addition of oxalyl chloride (0.305 g) and, then, DMF (1 drop). The mixture was stirred at room temperature for 2 hours. This reaction mixture was added to aqueous ammonia (20 ml)--ethyl acetate (40 ml) and the whole mixture was stirred at room temperature for 30 minutes. The ethyl acetate layer was then separated, washed with water, dried (MgSO4) and the solvent was distilled of...